From a dataset of the Open Reaction Database (ORD), a public repository of structured organic reaction records. describe an organic reaction: reactants, conditions, products, and yield The reactants are C(C)(=O)OCC(COC(C)=O)(CCOC(C)=O)CCC1(CCCCC1)CCN1CCC(CC1)N(C(=O)C=1OC=CC1)C1=CC=C(C=C1)C (2-(Acetoxymethyl)-2-[2-[1-[2-[4-[N-(p-tolyl)-2-furancarboxamido]piperidin-1-yl]ethyl]cyclohexyl]ethyl]-1,4-diacetoxybutane), C([O-])([O-])=O.[K+].[K+] (potassium carbonate). The solvent is CO (methanol). Reaction conditions: time 20 hour. Yields the product OCCC(CCC1(CCCCC1)CCN1CCC(CC1)N(C(=O)C=1OC=CC1)C1=CC=C(C=C1)C)(CO)CO (N-[1-[2-[1-[5-Hydroxy-3,3-bis(hydroxymethyl)pentyl]cyclohexyl]ethyl]piperidin-4-yl]-N-(p-tolyl)-2-furancarboxamide). Isolated yield 99.3%. As a reaction SMILES: C([O:4][CH2:5][C:6]([CH2:18][CH2:19][C:20]1([CH2:26][CH2:27][N:28]2[CH2:33][CH2:32][CH:31]([N:34]([C:42]3[CH:47]=[CH:46][C:45]([CH3:48])=[CH:44][CH:43]=3)[C:35]([C:37]3[O:38][CH:39]=[CH:40][CH:41]=3)=[O:36])[CH2:30][CH2:29]2)[CH2:25][CH2:24][CH2:23][CH2:22][CH2:21]1)([CH2:12][CH2:13][O:14]C(=O)C)[CH2:7][O:8]C(=O)C)(=O)C.C(=O)([O-])[O-].[K+].[K+]>CO>[OH:14][CH2:13][CH2:12][C:6]([CH2:5][OH:4])([CH2:7][OH:8])[CH2:18][CH2:19][C:20]1([CH2:26][CH2:27][N:28]2[CH2:29][CH2:30][CH:31]([N:34]([C:42]3[CH:43]=[CH:44][C:45]([CH3:48])=[CH:46][CH:47]=3)[C:35]([C:37]3[O:38][CH:39]=[CH:40][CH:41]=3)=[O:36])[CH2:32][CH2:33]2)[CH2:21][CH2:22][CH2:23][CH2:24][CH2:25]1 |f:1.2.3|. Reported procedure: To a solution of 2-(acetoxymethyl)-2-[2-[1-[2-[4-[N-(p-tolyl)-2-furancarboxamido]piperidin-1-yl]ethyl]cyclohexyl]ethyl]-1,4-diacetoxybutane (synthesized in Example 14) (313 mg) dissolved in methanol (5 mL) was added potassium carbonate (39 mg) at room temperature. The solution was stirred for 20 hours. The reaction solution was concentrated under reduced pressure. Water was added to the resulting residue and extracted with a mixed solvent of chloroform-ethanol (80:20). The organic layer was drie... Reactants: ClC=1C=C(COC=2C=C(C(=S)OC)C=CC2)C=CC1 (O-methyl 3-[(3-chlorobenzyl)-oxy]thiobenzoate), [N+](#[C-])CC(=O)OCC (ethyl isocyanoacetate). Product: ClC=1C=C(COC=2C=C(C=CC2)C2=C(N=CS2)C(=O)OCC)C=CC1 (ethyl 5-[3-[(3-chlorobenzyl)oxy]phenyl]-4-thiazolecarboxylate). Isolated yield 77.8%. As a reaction SMILES: [Cl:1][C:2]1[CH:3]=[C:4]([CH:17]=[CH:18][CH:19]=1)[CH2:5][O:6][C:7]1[CH:8]=[C:9]([CH:14]=[CH:15][CH:16]=1)[C:10](OC)=[S:11].[N+:20]([CH2:22][C:23]([O:25][CH2:26][CH3:27])=[O:24])#[C-:21]>>[Cl:1][C:2]1[CH:3]=[C:4]([CH:17]=[CH:18][CH:19]=1)[CH2:5][O:6][C:7]1[CH:8]=[C:9]([C:10]2[S:11][CH:21]=[N:20][C:22]=2[C:23]([O:25][CH2:26][CH3:27])=[O:24])[CH:14]=[CH:15][CH:16]=1. Procedure details: In an analogous manner to that described in Example 1(C), 28.2 g (96.3 mmol) of O-methyl 3-[(3-chlorobenzyl)-oxy]thiobenzoate were reacted with ethyl isocyanoacetate and subsequently chromatographed on silica gel. Elution with 9:1, 8:2 and 1:1 mixtures of methylene chloride and ethyl acetate as well as ethyl acetate along yielded 28 g (77.8%) of ethyl 5-[3-[(3-chlorobenzyl)oxy]phenyl]-4-thiazolecarboxylate as an orange oil.